From a dataset of the Open Reaction Database (ORD), a public repository of structured organic reaction records. describe an organic reaction: reactants, conditions, products, and yield Starting materials: Cl (hydrochloric acid), NC1C(N(C2=C(CC1)C=CC=C2)CC2=CC=C(C=C2)C(C)C)=O (3-(R/S)-amino-1-(p-isopropylbenzyl)-2,3,4,5-tetrahydro-benzazepin-2-one), Cl (hydrochloride), C(C)OC([C@@H](CCC1=CC=CC=C1)OS(=O)(=O)C1=CC=C(C=C1)[N+](=O)[O-])=O ((R)-alpha-[[(4-nitrophenyl)sulfonyl]-oxy]-4-phenylbutyric acid ethyl ester), C(C)(=O)OCC.CCCCCC (ethyl acetate hexane), C(C)(=O)OCC.CCCCCC (ethyl acetate hexane). The solvent is C(C)(=O)OCC.O1CCCC1 (ethyl acetate tetrahydrofuran). The product is C(C)OC(=O)[C@H](CCC1CCCCC1)NC1C(N(C2=C(CC1)C=CC=C2)CC2=CC=C(C=C2)C(C)C)=O (3-[(1-(S)-Ethoxycarbonyl-3-cyclohexyl-propyl)-amino]-1-(p-isopropylbenzyl)-2,3,4,5-tetrahydro-benzazepin-2-one). RXN SMILES: [NH2:1][CH:2]1[CH2:8][CH2:7][C:6]2[CH:9]=[CH:10][CH:11]=[CH:12][C:5]=2[N:4]([CH2:13][C:14]2[CH:19]=[CH:18][C:17]([CH:20]([CH3:22])[CH3:21])=[CH:16][CH:15]=2)[C:3]1=[O:23].[CH2:24]([O:26][C:27](=[O:50])[C@H:28](OS(C1C=CC([N+]([O-])=O)=CC=1)(=O)=O)[CH2:29][CH2:30][C:31]1[CH:36]=[CH:35][CH:34]=[CH:33][CH:32]=1)[CH3:25].C(OCC)(=O)C.CCCCCC.Cl>C(OCC)(=O)C.O1CCCC1>[CH2:24]([O:26][C:27]([C@@H:28]([NH:1][CH:2]1[CH2:8][CH2:7][C:6]2[CH:9]=[CH:10][CH:11]=[CH:12][C:5]=2[N:4]([CH2:13][C:14]2[CH:15]=[CH:16][C:17]([CH:20]([CH3:21])[CH3:22])=[CH:18][CH:19]=2)[C:3]1=[O:23])[CH2:29][CH2:30][CH:31]1[CH2:32][CH2:33][CH2:34][CH2:35][CH2:36]1)=[O:50])[CH3:25] |f:2.3,5.6|. Procedure: Was prepared analogously to Example 1c) starting from 3-(R/S)-amino-1-(p-isopropylbenzyl)-2,3,4,5-tetrahydro-benzazepin-2-one and (R)-alpha-[[(4-nitrophenyl)sulfonyl]-oxy]-4-phenylbutyric acid ethyl ester (Helv. Chim. Acta 71 (2), 337, 1988). Flash chromatography (eluant: ethyl acetate/hexane: 1:4) yields the two pure diastereoisomeric forms which, after being dissolved in ethyl acetate/tetrahydrofuran, are each converted separately into the corresponding hydrochloride by treatment with 3 equiva... Reactants: ClCCOC1=NNC2=NC=NC(=C21)NC2=CC(=C(C=C2)OC=2C=NC(=CC2)C)C (3-(2-chloroethoxy)-N-{3-methyl-4-[(6-methylpyridin-3-yl)oxy]phenyl}-1H-pyrazolo[3,4-d]pyrimidin-4-amine), C(C)(=O)N1CCNCC1 (N-acetylpiperazine). Product: C(C)(=O)N1CCN(CC1)CCOC1=NNC2=NC=NC(=C21)NC2=CC(=C(C=C2)OC=2C=NC(=CC2)C)C (3-[2-(4-acetylpiperazin-1-yl)ethoxy]-N-{3-methyl-4-[(6-methylpyridin-3-yl)oxy]phenyl}-1H-pyrazolo[3,4-d]pyrimidin-4-amine). The yield is 36.0%. RXN SMILES: Cl[CH2:2][CH2:3][O:4][C:5]1[C:13]2[C:8](=[N:9][CH:10]=[N:11][C:12]=2[NH:14][C:15]2[CH:20]=[CH:19][C:18]([O:21][C:22]3[CH:23]=[N:24][C:25]([CH3:28])=[CH:26][CH:27]=3)=[C:17]([CH3:29])[CH:16]=2)[NH:7][N:6]=1.[C:30]([N:33]1[CH2:38][CH2:37][NH:36][CH2:35][CH2:34]1)(=[O:32])[CH3:31]>>[C:30]([N:33]1[CH2:38][CH2:37][N:36]([CH2:2][CH2:3][O:4][C:5]2[C:13]3[C:8](=[N:9][CH:10]=[N:11][C:12]=3[NH:14][C:15]3[CH:20]=[CH:19][C:18]([O:21][C:22]4[CH:23]=[N:24][C:25]([CH3:28])=[CH:26][CH:27]=4)=[C:17]([CH3:29])[CH:16]=3)[NH:7][N:6]=2)[CH2:35][CH2:34]1)(=[O:32])[CH3:31]. Procedure details: The procedure described in Example 23 was repeated using 3-(2-chloroethoxy)-N-{3-methyl-4-[(6-methylpyridin-3-yl)oxy]phenyl}-1H-pyrazolo[3,4-d]pyrimidin-4-amine and N-acetylpiperazine to give the title compound in 36% yield; NMR Spectrum: 1.96 (s, 3H), 2.19 (s, 3H), 2.44 (s, 3H), 2.46 (t, 2H), 2.50 (hidden by DSMO, 2H), 2.86 (t, 2H), 3.36-3.42 (m, 4H), 4.46 (t, 2H), 6.95 (d, 1H), 7.17-7.25 (m, 2H), 7.60 (d, 1H), 7.65 (s, 1H), 8.16 (s, 1H), 8.30 (s, 1H), 8.34 (s, 1H); Mass Spectrum: 503 (MH+). Starting materials: N1CC(C1)C1=NC=2C(=C3C(=NC2)C=CS3)N1[C@@H]1CC[C@H](CC1)CC#N ([trans-4-(2-azetidin-3-yl-1H-imidazo[4,5-d]thieno[3,2-b]pyridin-1-yl)cyclohexyl]acetonitrile), O1CCCC1 (tetrahydrofuran), C=O (formaldehyde), C(C)(=O)O[BH-](OC(C)=O)OC(C)=O.[Na+] (sodium triacetoxyborohydride). The solvent is CO (methanol), C(C)#N (acetonitrile), CO (MeOH). Run at time 1 hour. Product: CN1CC(C1)C1=NC=2C(=C3C(=NC2)C=CS3)N1[C@@H]1CC[C@H](CC1)CC#N ({trans-4-[2-(1-Methylazetidin-3-yl)-1H-imidazo[4,5-d]thieno[3,2-b]pyridin-1-yl]cyclohexyl}acetonitrile). The yield is 6.0%. Reaction SMILES: [NH:1]1[CH2:4][CH:3]([C:5]2[N:16]([C@H:17]3[CH2:22][CH2:21][C@H:20]([CH2:23][C:24]#[N:25])[CH2:19][CH2:18]3)[C:8]3=[C:9]4[S:15][CH:14]=[CH:13][C:10]4=[N:11][CH:12]=[C:7]3[N:6]=2)[CH2:2]1.O1CCC[CH2:27]1.C=O.C(O[BH-](OC(=O)C)OC(=O)C)(=O)C.[Na+]>CO.C(#N)C>[CH3:27][N:1]1[CH2:4][CH:3]([C:5]2[N:16]([C@H:17]3[CH2:18][CH2:19][C@H:20]([CH2:23][C:24]#[N:25])[CH2:21][CH2:22]3)[C:8]3=[C:9]4[S:15][CH:14]=[CH:13][C:10]4=[N:11][CH:12]=[C:7]3[N:6]=2)[CH2:2]1 |f:3.4|. Procedure details: To a solution of [trans-4-(2-azetidin-3-yl-1H-imidazo[4,5-d]thieno[3,2-b]pyridin-1-yl)cyclohexyl]acetonitrile (14 mg, 0.038 mmol) in methanol (0.5 mL)/tetrahydrofuran (0.5 mL)/acetonitrile (0.5 mL) was added 37% aq. formaldehyde solution (12 μL, 0.16 mmol). The resulting mixture was stirred at room temperature for 10 min before sodium triacetoxyborohydride (16 mg, 0.077 mmol) was added. The mixture was stirred at room temperature for 1 h and then diluted with MeOH and purified by prep-HPLC (XBri...